This data is from the Open Reaction Database (ORD), a public repository of structured organic reaction records. The task is: describe an organic reaction: reactants, conditions, products, and yield Conditions: time 4 hour. As a reaction SMILES: CS(O[CH2:6][C:7]1[C:8]([CH:32]([O:35][CH3:36])[O:33][CH3:34])=[N:9][C:10]2[N:11]([C:17](=[O:31])[NH:18][C:19]3[CH:24]=[C:23]([O:25][CH:26]([CH3:28])[CH3:27])[C:22]([C:29]#[N:30])=[CH:21][N:20]=3)[CH2:12][CH2:13][CH2:14][C:15]=2[CH:16]=1)(=O)=O.[CH3:37][NH2:38]>C1COCC1.C([O-])(O)=O.[Na+].C(Cl)Cl>[C:29]([C:22]1[C:23]([O:25][CH:26]([CH3:27])[CH3:28])=[CH:24][C:19]([NH:18][C:17]([N:11]2[C:10]3[C:15](=[CH:16][C:7]([CH2:6][NH:38][CH3:37])=[C:8]([CH:32]([O:33][CH3:34])[O:35][CH3:36])[N:9]=3)[CH2:14][CH2:13][CH2:12]2)=[O:31])=[N:20][CH:21]=1)#[N:30] |f:3.4|. The product is C(#N)C=1C(=CC(=NC1)NC(=O)N1CCCC2=CC(=C(N=C12)C(OC)OC)CNC)OC(C)C (N-(5-cyano-4-isopropoxypyridin-2-yl)-7-(dimethoxymethyl)-6-((methylamino)methyl)-3,4-dihydro-1,8-naphthyridine-1(2H)-carboxamide). Procedure: To a suspension of (8-((5-cyano-4-isopropoxypyridin-2-yl)carbamoyl)-2-(dimethoxymethyl)-5,6,7,8-tetrahydro-1,8-naphthyridin-3-yl)methyl methanesulfonate (intermediate 167, 2.59 g, 4.98 mmol) in THF (83 ml) was added methylamine 2 M in THF (37.4 ml, 74.70 mmol) at ambient temperature and the reaction mixture was stirred at room temperature for approximately 4 h. The reaction mixture was diluted with saturated aqueous NaHCO3 and DCM. Phases were separated and the water phase was extracted with DCM... Run in C1CCOC1 (THF), C(=O)(O)[O-].[Na+] (NaHCO3), C(Cl)Cl (DCM), C1CCOC1 (THF). The reactants are CN (methylamine), CS(=O)(=O)OCC=1C(=NC=2N(CCCC2C1)C(NC1=NC=C(C(=C1)OC(C)C)C#N)=O)C(OC)OC ((8-((5-cyano-4-isopropoxypyridin-2-yl)carbamoyl)-2-(dimethoxymethyl)-5,6,7,8-tetrahydro-1,8-naphthyridin-3-yl)methyl methanesulfonate), CS(=O)(=O)OCC=1C(=NC=2N(CCCC2C1)C(NC1=NC=C(C(=C1)OC(C)C)C#N)=O)C(OC)OC ((8-((5-cyano-4-isopropoxypyridin-2-yl)carbamoyl)-2-(dimethoxymethyl)-5,6,7,8-tetrahydro-1,8-naphthyridin-3-yl)methyl methanesulfonate). Starting materials: CCOC(=O)C.C(Cl)Cl (EtOAc CH2Cl2), C(C)(=O)OC(C(=O)N1C(OC[C@@H]1CC1=CC=CC=C1)(C)C)C1=CN(C=C1)C1=CC=C(C=C1)C1=CC=CC=C1 (2-acetoxy-1-(4(S)-benzyl-2,2-dimethyl-oxazolidin-3-yl)-2-[1-(biphenyl-4-yl)-1H-pyrrol-3-yl]-ethanone), C(=O)[O-].[NH4+] (ammonium formate). Reagents/catalysts: [Pd] (palladium on carbon). The solvent is CCOC(=O)C (EtOAc), CCO (EtOH). Conditions: time 40 hour. Yields the product C(C1=CC=CC=C1)[C@@H]1N(C(OC1)(C)C)C(CC1=CN(C=C1)C1=CC=C(C=C1)C1=CC=CC=C1)=O (1-(4(S)-benzyl-2,2-dimethyl-oxazolidin-3-yl)-2-[1-(biphenyl-4-yl)-1H-pyrrol-3-yl]-ethanone). Yield: 26.8%. RXN SMILES: C(O[CH:5]([C:22]1[CH:26]=[CH:25][N:24]([C:27]2[CH:32]=[CH:31][C:30]([C:33]3[CH:38]=[CH:37][CH:36]=[CH:35][CH:34]=3)=[CH:29][CH:28]=2)[CH:23]=1)[C:6]([N:8]1[C@@H:12]([CH2:13][C:14]2[CH:19]=[CH:18][CH:17]=[CH:16][CH:15]=2)[CH2:11][O:10][C:9]1([CH3:21])[CH3:20])=[O:7])(=O)C.C([O-])=O.[NH4+].CCOC(C)=O.C(Cl)Cl>[Pd].CCOC(C)=O.CCO>[CH2:13]([C@H:12]1[CH2:11][O:10][C:9]([CH3:21])([CH3:20])[N:8]1[C:6](=[O:7])[CH2:5][C:22]1[CH:26]=[CH:25][N:24]([C:27]2[CH:28]=[CH:29][C:30]([C:33]3[CH:34]=[CH:35][CH:36]=[CH:37][CH:38]=3)=[CH:31][CH:32]=2)[CH:23]=1)[C:14]1[CH:19]=[CH:18][CH:17]=[CH:16][CH:15]=1 |f:1.2,3.4|. Procedure: To a mixture of crude 2-acetoxy-1-(4(S)-benzyl-2,2-dimethyl-oxazolidin-3-yl)-2-[1-(biphenyl-4-yl)-1H-pyrrol-3-yl]-ethanone (1.82 mmol) and 10% palladium on carbon (120 mg) in EtOAc (4.5 mL) and EtOH (4.5 mL) was added ammonium formate (0.58 g, 9.2 mmol). After 40 hours at ambient temperature, the resultant mixture was filtered and the filtrate concentrated to a residue which was dissolved in EtOAc, washed with 1M pH7 phosphate buffer, dried over Na2SO4, and evaporated under reduced pressure to g... The reactants are CCOC(=O)C(C)=NNCCc1ccccc1, CCO, CCOCC, Cl, [K+], [OH-], O. Yields the product CC(=NNCCc1ccccc1)C(=O)O. As a reaction SMILES: [CH2:1]([CH2:2][c:3]1[cH:4][cH:5][cH:6][cH:7][cH:8]1)[NH:9][N:10]=[C:11]([C:12](=[O:13])[O:14][CH2:15][CH3:16])[CH3:17].[CH3:20][CH2:21][OH:22].[CH3:24][CH2:25][O:26][CH2:27][CH3:28].[ClH:23].[K+:19].[OH-:18].[OH2:29]>>[CH2:1]([CH2:2][c:3]1[cH:4][cH:5][cH:6][cH:7][cH:8]1)[NH:9][N:10]=[C:11]([C:12](=[O:13])[OH:14])[CH3:17]. Starting materials: BrB(Br)Br, O=C([O-])O, CCCN1CCC(N(Cc2cccc(OC)c2)c2ccc(C(=O)N(CC)CC)cc2)CC1, ClCCl, [Na+], [Na+], [Na+], O=C([O-])[O-]. The product is CCCN1CCC(N(Cc2cccc(O)c2)c2ccc(C(=O)N(CC)CC)cc2)CC1. As a reaction SMILES: [B:33]([Br:34])([Br:35])[Br:36].[C:37](=[O:38])([OH:39])[O-:40].[CH2:1]([CH3:2])[N:3]([C:4]([c:5]1[cH:6][cH:7][c:8]([N:11]([CH:12]2[CH2:13][CH2:14][N:15]([CH2:18][CH2:19][CH3:20])[CH2:16][CH2:17]2)[CH2:21][c:22]2[cH:23][c:24]([O:28][CH3:29])[cH:25][cH:26][cH:27]2)[cH:9][cH:10]1)=[O:30])[CH2:31][CH3:32].[Cl:42][CH2:43][Cl:44].[Na+:41].[Na+:45].[Na+:46].[O-:47][C:48](=[O:49])[O-:50]>>[CH2:1]([CH3:2])[N:3]([C:4]([c:5]1[cH:6][cH:7][c:8]([N:11]([CH:12]2[CH2:13][CH2:14][N:15]([CH2:18][CH2:19][CH3:20])[CH2:16][CH2:17]2)[CH2:21][c:22]2[cH:23][c:24]([OH:28])[cH:25][cH:26][cH:27]2)[cH:9][cH:10]1)=[O:30])[CH2:31][CH3:32]. The reactants are C(C)N(C=1C=C(C(C=NC2=C(C=CC=C2)N)=CC1)O)CC (N-Mono[4-(diethylamino)salicylidene]-1,2-phenylenediamine), C(C=1C(O)=CC=CC1)=O (salicylaldehyde). Solvent: C(C)O (ethanol). Conditions: temperature 75 celsius, time 5 hour. The product is C(C)N(C=1C=C(C(C=NC2=C(C=CC=C2)N=CC=2C(O)=CC=CC2)=CC1)O)CC (N-[4-(diethylamino)salicylidene-]N′-(salicylidene)-1,2-phenylenediamine). Reaction SMILES: [CH2:1]([N:3]([CH2:20][CH3:21])[C:4]1[CH:5]=[C:6]([OH:19])[C:7](=[CH:17][CH:18]=1)[CH:8]=[N:9][C:10]1[CH:15]=[CH:14][CH:13]=[CH:12][C:11]=1[NH2:16])[CH3:2].[CH:22](=O)[C:23]1[C:24](=[CH:26][CH:27]=[CH:28][CH:29]=1)[OH:25]>C(O)C>[CH2:20]([N:3]([CH2:1][CH3:2])[C:4]1[CH:5]=[C:6]([OH:19])[C:7](=[CH:17][CH:18]=1)[CH:8]=[N:9][C:10]1[CH:15]=[CH:14][CH:13]=[CH:12][C:11]=1[N:16]=[CH:22][C:23]1[C:24](=[CH:26][CH:27]=[CH:28][CH:29]=1)[OH:25])[CH3:21]. Reported procedure: To a yellowish brown suspension of 0.3 g (1.06 mmol) N-Mono[4-(diethylamino)-salicylidene]-1,2-phenylenediamine from example 30 in 2 ml ethanol are added dropwise at 60° C. 129 mg (112 μl, 1.06 mmol) salicylaldehyde. The reaction solution is stirred for 5 hours at 75° C. and after cooling to room temperature concentrated to dryness. The crude product is resolved by column chromatography (n-hexane/ethyl acetate 65:35). Yield: 139 mg (34%). colourless oil. Starting materials: CC1=CC=C(C=C1)S(=O)(=O)OC=1C2=C(N=C(N1)N)C1=C(CCC2)N(N=C1)C (2-amino-8-methyl-5,6,7,8-tetrahydropyrazolo[3′,4′:6,7]cyclohepta[1,2-d]pyrimidin-4-yl 4-methylbenzenesulfonate), CN1CCNCC1 (N-methylpiperazine). The solvent is C(C)#N (acetonitrile). Product: CN1N=CC2=C1CCCC1=C2N=C(N=C1N1CCN(CC1)C)N (8-methyl-4-(4-methylpiperazin-1-yl)-5,6,7,8-tetrahydropyrazolo[3′,4′:6,7]cyclohepta[1,2-d]pyrimidin-2-amine). Reaction SMILES: CC1C=CC(S(O[C:12]2[C:13]3[CH2:23][CH2:22][CH2:21][C:20]4[N:24]([CH3:27])[N:25]=[CH:26][C:19]=4[C:14]=3[N:15]=[C:16]([NH2:18])[N:17]=2)(=O)=O)=CC=1.[CH3:28][N:29]1[CH2:34][CH2:33][NH:32][CH2:31][CH2:30]1>C(#N)C>[CH3:27][N:24]1[C:20]2[CH2:21][CH2:22][CH2:23][C:13]3[C:12]([N:32]4[CH2:33][CH2:34][N:29]([CH3:28])[CH2:30][CH2:31]4)=[N:17][C:16]([NH2:18])=[N:15][C:14]=3[C:19]=2[CH:26]=[N:25]1. Procedure details: A solution of the product from Example 8C (0.048 g, 0.12 mmol) and N-methylpiperazine (0.25 g, 0.25 mmol) in acetonitrile (1 mL) was heated in a microwave at 160° C. for 1 hour. The reaction mixture was partitioned in dichloromethane/water, the organic layer was separated, dried over magnesium sulfate and concentrated. The residue was chromatographed on silica gel, eluting with 5% methanol/dichloromethane/1% ammonium hydroxide to yield the title compound: 1H NMR (300 MHz, DMSO-d6) δ 7.84 (m, 1 H... Reactants: [Al+3], C=S, CCCCCC1CCC(c2ccc(-c3ccccc3)cc2)CC1, [Cl-], [Cl-], [Cl-], Cl, O=C(Cl)C(F)(F)F. Product: CCCCCC1CCC(c2ccc(-c3ccc(C(=O)C(F)(F)F)cc3)cc2)CC1. Reaction SMILES: [Al+3:25].[C:36]=[S:37].[CH2:1]([CH2:2][CH2:3][CH2:4][CH3:5])[CH:6]1[CH2:7][CH2:8][CH:9]([c:12]2[cH:13][cH:14][c:15](-[c:18]3[cH:19][cH:20][cH:21][cH:22][cH:23]3)[cH:16][cH:17]2)[CH2:10][CH2:11]1.[Cl-:24].[Cl-:26].[Cl-:27].[ClH:35].[F:28][C:29]([F:30])([F:31])[C:32]([Cl:33])=[O:34]>>[CH2:1]([CH2:2][CH2:3][CH2:4][CH3:5])[CH:6]1[CH2:7][CH2:8][CH:9]([c:12]2[cH:13][cH:14][c:15](-[c:18]3[cH:19][cH:20][c:21]([C:32]([C:29]([F:28])([F:30])[F:31])=[O:34])[cH:22][cH:23]3)[cH:16][cH:17]2)[CH2:10][CH2:11]1. The reactants are ClCC=1C=CC(=C(C#N)C1)OC1=CC(=C(C=C1)F)C(F)(F)F (5-(chloromethyl)-2-{[4-fluoro-3-(trifluoromethyl) phenyl]oxy}benzonitrile), COC1=NC=C(C=N1)CC=1C(NC(NC1)=S)=O (5-{[2-(methyloxy)-5-pyrimidinyl]methyl}-2-thioxo-2,3-dihydro-4(1H)-pyrimidinone), C(=O)([O-])[O-].[K+].[K+] (K2CO3). The solvent is CN(C)C=O (DMF). Product: FC1=C(C=C(C=C1)OC1=C(C#N)C=C(C=C1)CSC=1NC=C(C(N1)=O)CC=1C=NC(=NC1)OC)C(F)(F)F (2-{[4-fluoro-3-(trifluoromethyl)phenyl]oxy}-5-{[(5-{[2-(methyloxy)-5-pyrimidinyl]methyl}-4-oxo-1,4-dihydro-2-pyrimidinyl)thio]methyl}benzonitrile). The yield is 33.2%. As a reaction SMILES: Cl[CH2:2][C:3]1[CH:4]=[CH:5][C:6]([O:11][C:12]2[CH:17]=[CH:16][C:15]([F:18])=[C:14]([C:19]([F:22])([F:21])[F:20])[CH:13]=2)=[C:7]([CH:10]=1)[C:8]#[N:9].[CH3:23][O:24][C:25]1[N:30]=[CH:29][C:28]([CH2:31][C:32]2[C:33](=[O:39])[NH:34][C:35](=[S:38])[NH:36][CH:37]=2)=[CH:27][N:26]=1.C([O-])([O-])=O.[K+].[K+]>CN(C=O)C>[F:18][C:15]1[CH:16]=[CH:17][C:12]([O:11][C:6]2[CH:5]=[CH:4][C:3]([CH2:2][S:38][C:35]3[NH:36][CH:37]=[C:32]([CH2:31][C:28]4[CH:29]=[N:30][C:25]([O:24][CH3:23])=[N:26][CH:27]=4)[C:33](=[O:39])[N:34]=3)=[CH:10][C:7]=2[C:8]#[N:9])=[CH:13][C:14]=1[C:19]([F:22])([F:21])[F:20] |f:2.3.4|. Reported procedure: The same procedure as E63 from 5-(chloromethyl)-2-{[4-fluoro-3-(trifluoromethyl) phenyl]oxy}benzonitrile (198 mg, 0.599 mmol), 5-{[2-(methyloxy)-5-pyrimidinyl]methyl}-2-thioxo-2,3-dihydro-4(1H)-pyrimidinone (150 mg, 0.599 mmol) and K2CO3 (166 mg, 1.199 mmol) in DMF (3 mL), except that the reaction time was prolonged to 1.5 h, to afford the title compound (108 mg, 33.2% yield). LCMS: rt=3.32 min, [M+H+]=544 Reported procedure: Add [dropwise, with stirring, at 100° (bath temperature), in a stream of nitrogen] a solution of 9.6 g of sodium in 200 ml of ethanol to a mixture of 99 g of 2-dimethylamino-1-methyl-1-pyrrolinium-methylsulfate and 65 g of 4-chlorophenylacetic acid ethyl ester. Remove the alcohol from the reaction mixture by the stream of nitrogen. Continue stirring for a further 30 minutes at 100°; cool the reaction mixture; add 200 ml of water to the cooled reaction mixture; and then extract it with 5×100 ml o... Yields the product C(C)OC(=O)C(C1=CC=C(C=C1)Cl)=C1N(CCC1)C (2-(α-ethoxycarbonyl-4-chlorobenzylidene)-1-methylpyrrolidine). As a reaction SMILES: [Na].CN(C)[C:4]1[CH2:8][CH2:7][CH2:6][N+:5]=1[CH3:9].COS([O-])(=O)=O.[CH2:17]([O:19][C:20](=[O:29])[CH2:21][C:22]1[CH:27]=[CH:26][C:25]([Cl:28])=[CH:24][CH:23]=1)[CH3:18]>C(O)C>[CH2:17]([O:19][C:20]([C:21](=[C:4]1[CH2:8][CH2:7][CH2:6][N:5]1[CH3:9])[C:22]1[CH:23]=[CH:24][C:25]([Cl:28])=[CH:26][CH:27]=1)=[O:29])[CH3:18] |f:1.2,^1:0|. Starting materials: [Na] (sodium), CN(C1=[N+](CCC1)C)C.COS(=O)(=O)[O-] (2-dimethylamino-1-methyl-1-pyrrolinium methylsulfate), C(C)OC(CC1=CC=C(C=C1)Cl)=O (4-chlorophenylacetic acid ethyl ester). The solvent is C(C)O (ethanol). Reactants: C(C)N1C=C(C(C2=CC(=C(C(=C12)F)F)F)=O)C(=O)O (1-ethyl-6,7,8-trifluoro-1,4-dihydro-4-oxo-quinoline-3-carboxylic acid), OC1CNCCC1 (3-hydroxypiperidine). The solvent is N1=CC=CC=C1 (pyridine). The product is C(C)N1C=C(C(C2=CC(=C(C(=C12)F)N1CC(CCC1)O)F)=O)C(=O)O (1-ethyl-6,8-difluoro-1,4-dihydro-7-(3-hydroxy-1-piperidinyl)-4-oxoquinoline-3-carboxylic acid). Isolated yield 53.7%. Reaction SMILES: [CH2:1]([N:3]1[C:12]2[C:7](=[CH:8][C:9]([F:15])=[C:10](F)[C:11]=2[F:13])[C:6](=[O:16])[C:5]([C:17]([OH:19])=[O:18])=[CH:4]1)[CH3:2].[OH:20][CH:21]1[CH2:26][CH2:25][CH2:24][NH:23][CH2:22]1>N1C=CC=CC=1>[CH2:1]([N:3]1[C:12]2[C:7](=[CH:8][C:9]([F:15])=[C:10]([N:23]3[CH2:24][CH2:25][CH2:26][CH:21]([OH:20])[CH2:22]3)[C:11]=2[F:13])[C:6](=[O:16])[C:5]([C:17]([OH:19])=[O:18])=[CH:4]1)[CH3:2]. Procedure details: A mixture of 1-ethyl-6,7,8-trifluoro-1,4-dihydro-4-oxo-quinoline-3-carboxylic acid (0.43 g), 3-hydroxypiperidine (1.6 g), and pyridine (3 ml) was refluxed for 6 hours. The mixture was evaporated to dryness, treated with water, acidified with acetic acid, and extracted with dichloromethane. The dichloromethane layer was washed with water, dried over anhydrous sodium sulfate, and evaporated. The residue was recrystallized from a mixture of DMF and ethanol to give 1-ethyl-6,8-difluoro-1,4-dihydro-7...